This data is from the Open Reaction Database (ORD), a public repository of structured organic reaction records. The task is: describe an organic reaction: reactants, conditions, products, and yield Reactants: CO (methanol), ClC=1C=C(C=CC1)C(C(=O)N1CCN(CC1)C(=O)[O-])C1(CCCCC1)O (4-[(3-chlorophenyl)(1-hydroxycyclohexyl)acetyl]piperazine-1-carboxylate), B (borane), aqueous solution, Cl (hydrochloric acid). Run in O1CCCC1 (tetrahydrofuran). Conditions: temperature 70 celsius. Product: ClC=1C=C(C=CC1)C(CN1CCNCC1)C1(CCCCC1)O (1-[1-(3-chlorophenyl)-2-piperazin-1-ylethyl]cyclohexanol). Isolated yield 98.3%. Reaction SMILES: [Cl:1][C:2]1[CH:3]=[C:4]([CH:8]([C:20]2([OH:26])[CH2:25][CH2:24][CH2:23][CH2:22][CH2:21]2)[C:9]([N:11]2[CH2:16][CH2:15][N:14](C([O-])=O)[CH2:13][CH2:12]2)=O)[CH:5]=[CH:6][CH:7]=1.B.Cl.CO>O1CCCC1>[Cl:1][C:2]1[CH:3]=[C:4]([CH:8]([C:20]2([OH:26])[CH2:21][CH2:22][CH2:23][CH2:24][CH2:25]2)[CH2:9][N:11]2[CH2:16][CH2:15][NH:14][CH2:13][CH2:12]2)[CH:5]=[CH:6][CH:7]=1. Procedure: A solution of 4-[(3-chlorophenyl)(1-hydroxycyclohexyl)acetyl]piperazine-1-carboxylate (200 mg, 0.46 mmol) in dry tetrahydrofuran (3 mL) under nitrogen was treated dropwise with a solution of borane (1.0 M in tetrahydrofuran, 1.60 mL, 1.60 mmol). The resulting solution was heated at 70° C. for 2 h, after which time the reaction was cooled in an ice bath and was treated dropwise with a 2N aqueous solution of hydrochloric acid (1 mL). The reaction was again heated at 70° C. for 1 h, and was then co...